From a dataset of the Open Reaction Database (ORD), a public repository of structured organic reaction records. describe an organic reaction: reactants, conditions, products, and yield Starting materials: CC(=O)O[BH-](OC(C)=O)OC(C)=O, CCCc1nc2cc(N)ccc2n1CC(=O)OC(C)(C)C, O=Cc1ccccc1, [Na+], O. Product: CCCc1nc2cc(NCc3ccccc3)ccc2n1CC(=O)OC(C)(C)C. Reaction SMILES: [C:1]([O:2][BH-:3]([O:4][C:5](=[O:6])[CH3:7])[O:8][C:9](=[O:10])[CH3:11])(=[O:12])[CH3:13].[C:23]([CH3:24])([CH3:25])([CH3:26])[O:27][C:28]([CH2:29][n:30]1[c:31]([CH2:40][CH2:41][CH3:42])[n:32][c:33]2[c:34]1[cH:35][cH:36][c:37]([NH2:39])[cH:38]2)=[O:43].[CH:15](=[O:16])[c:17]1[cH:18][cH:19][cH:20][cH:21][cH:22]1.[Na+:14].[OH2:44]>>[CH2:15]([c:17]1[cH:18][cH:19][cH:20][cH:21][cH:22]1)[NH:39][c:37]1[cH:36][cH:35][c:34]2[n:30]([CH2:29][C:28]([O:27][C:23]([CH3:24])([CH3:25])[CH3:26])=[O:43])[c:31]([CH2:40][CH2:41][CH3:42])[n:32][c:33]2[cH:38]1. The reactants are O=C(CNC(=O)c1cccc(C(F)(F)F)c1)NC1CNC1, CC(C)c1ncc(C2(O)CCC(=O)CC2)s1. The product is CC(C)c1ncc(C2(O)CCC(N3CC(NC(=O)CNC(=O)c4cccc(C(F)(F)F)c4)C3)CC2)s1. As a reaction SMILES: [NH:17]1[CH2:18][CH:19]([NH:21][C:22](=[O:23])[CH2:24][NH:25][C:26]([c:27]2[cH:28][c:29]([C:33]([F:34])([F:35])[F:36])[cH:30][cH:31][cH:32]2)=[O:37])[CH2:20]1.[OH:1][C:2]1([c:9]2[cH:10][n:11][c:12]([CH:14]([CH3:15])[CH3:16])[s:13]2)[CH2:3][CH2:4][C:5](=[O:8])[CH2:6][CH2:7]1>>[OH:1][C:2]1([c:9]2[cH:10][n:11][c:12]([CH:14]([CH3:15])[CH3:16])[s:13]2)[CH2:3][CH2:4][CH:5]([N:17]2[CH2:18][CH:19]([NH:21][C:22](=[O:23])[CH2:24][NH:25][C:26]([c:27]3[cH:28][c:29]([C:33]([F:34])([F:35])[F:36])[cH:30][cH:31][cH:32]3)=[O:37])[CH2:20]2)[CH2:6][CH2:7]1. Reactants: [Si](C)(C)(C(C)(C)C)OC1=C2C(OCC2=C(C(=C1C/C=C(/CCC(=O)OC)\C)OC)C)=O (methyl (E)-6-(4-t-butyldimethylsilyloxy-1,3-dihydro-6-methoxy-7-methyl-3-oxoisobenzofuran-5-yl)-4-methyl-4-hexenoate), ClCCl (dichloromethane), N1=CC=CC=C1 (pyridine), CO (methanol). Run at time 45 minute. The product is [Si](C)(C)(C(C)(C)C)OC1=C2C(OCC2=C(C(=C1CC=O)OC)C)=O (2-(4-tert-butyldimethylsilyloxy-1,3-dihydro-6-methoxy-7-methyl-3-oxoisobenzofuran-5-yl) acetaldehyde). Reaction SMILES: [Si:1]([O:8][C:9]1[C:17]([CH2:18]/C=C(\C)/CCC(OC)=O)=[C:16]([O:28][CH3:29])[C:15]([CH3:30])=[C:14]2[C:10]=1[C:11](=[O:31])[O:12][CH2:13]2)([C:4]([CH3:7])([CH3:6])[CH3:5])([CH3:3])[CH3:2].ClCCl.N1C=CC=CC=1.[CH3:41][OH:42]>>[Si:1]([O:8][C:9]1[C:17]([CH2:18][CH:41]=[O:42])=[C:16]([O:28][CH3:29])[C:15]([CH3:30])=[C:14]2[C:10]=1[C:11](=[O:31])[O:12][CH2:13]2)([C:4]([CH3:5])([CH3:7])[CH3:6])([CH3:3])[CH3:2]. Procedure: A solution of methyl (E)-6-(4-t-butyldimethylsilyloxy-1,3-dihydro-6-methoxy-7-methyl-3-oxoisobenzofuran-5-yl)-4-methyl-4-hexenoate (11.0 g) in methanol 125 ml), dichloromethane (125 ml) and pyridine (2 ml) was cooled to -78° C. and a stream of ozonized oxygen was bubbled through. After 45 minutes a blue color developed indicating the presence of unreacted ozone. Dimethyl sulfide (5 ml) was added and the cooling bath was removed. After 16 hours the solution was washed with dilute hydrochloric aci... The reactants are COC(=O)C(CC1CCCCC1)c1ccc(S(C)(=O)=O)cc1, CCO, [Na+], [OH-]. Product: CS(=O)(=O)c1ccc(C(CC2CCCCC2)C(=O)O)cc1. RXN SMILES: [CH3:1][O:2][C:3]([CH:4]([CH2:5][CH:6]1[CH2:7][CH2:8][CH2:9][CH2:10][CH2:11]1)[c:12]1[cH:13][cH:14][c:15]([S:18](=[O:19])(=[O:20])[CH3:21])[cH:16][cH:17]1)=[O:22].[CH3:25][CH2:26][OH:27].[Na+:24].[OH-:23]>>[O:2]=[C:3]([CH:4]([CH2:5][CH:6]1[CH2:7][CH2:8][CH2:9][CH2:10][CH2:11]1)[c:12]1[cH:13][cH:14][c:15]([S:18](=[O:19])(=[O:20])[CH3:21])[cH:16][cH:17]1)[OH:22].